Dataset: the Open Reaction Database (ORD), a public repository of structured organic reaction records. Task: describe an organic reaction: reactants, conditions, products, and yield The reactants are [OH-].[Na+] (sodium hydroxide), O (water), COC(=O)C1=CC2=C1C=C(C(=C2)C(C2=CC=CC=C2)=O)O (4-benzoyl-5-hydroxybenzocyclobutene-1-carboxylic acid methyl ester). Run in CCOCC (ether). Reaction conditions: time 1 hour. Product: C(C1=CC=CC=C1)(=O)C1=CC2=C(C(=C2)C(=O)O)C=C1O (4-benzoyl-5-hydroxybenzocyclobutene-1-carboxylic acid). RXN SMILES: C[O:2][C:3]([C:5]1[C:8]2[CH:9]=[C:10]([OH:21])[C:11]([C:13](=[O:20])[C:14]3[CH:19]=[CH:18][CH:17]=[CH:16][CH:15]=3)=[CH:12][C:7]=2[CH:6]=1)=[O:4].[OH-].[Na+].O>CCOCC>[C:13]([C:11]1[C:10]([OH:21])=[CH:9][C:8]2[C:5]([C:3]([OH:4])=[O:2])=[CH:6][C:7]=2[CH:12]=1)(=[O:20])[C:14]1[CH:15]=[CH:16][CH:17]=[CH:18][CH:19]=1 |f:1.2|. Procedure: 14 g of 4-benzoyl-5-hydroxybenzocyclobutene-1-carboxylic acid methyl ester are dissolved in 150 ml of ether and the solution is added to 62 ml of 2N aqueous sodium hydroxide solution and 25 ml of water. This mixture is vigorously stirred for 1 hour at room temperature. The ether phase is separated off and extracted once with 75 ml of water. The aqueous phase is washed once with 75 ml of ether. The combined aqueous phases are rendered acidic with 2N aqueous hydrochloric acid and extracted 3 times... Procedure: It is prepared from (4′-methyl-[1,4′]bipiperidinyl-4-yl)-phenyl-pyridin-4-yl-amine and 2,6-dimethyl-benzoic acid using a procedure as described in above Example 1. MS/ESI 483 [M+H]+. (4′-Methyl-[1,4′]bipiperidinyl-4-yl)-phenyl-pyridin-4-yl-amine used as starting material can be prepared from tert-butyl 4-phenylaminopiperidine-1-carboxylate and 4-bromopyridine hydrochloride using procedures as described in Example 1a-1d of PCT/EP02/03871. MS/ESI 351 [M+H]+ Product: CC1=C(C(=CC=C1)C)C(=O)N1CCC(CC1)(N1CCC(CC1)N(C1=CC=NC=C1)C1=CC=CC=C1)C ((2,6-Dimethyl-phenyl)-[4′-methyl-4-(phenyl-pyridin-4-yl-amino)-[1,4′]bipiperidinyl-1′-yl]-methanone). Reaction SMILES: [CH3:1][C:2]1([N:8]2[CH2:13][CH2:12][CH:11]([N:14]([C:21]3[CH:26]=[CH:25][CH:24]=[CH:23][CH:22]=3)[C:15]3[CH:20]=[CH:19][N:18]=[CH:17][CH:16]=3)[CH2:10][CH2:9]2)[CH2:7][CH2:6][NH:5][CH2:4][CH2:3]1.[CH3:27][C:28]1[CH:36]=[CH:35][CH:34]=[C:33]([CH3:37])[C:29]=1[C:30](O)=[O:31].C1(NC2CCN(C(OC(C)(C)C)=O)CC2)C=CC=CC=1.Cl.BrC1C=CN=CC=1>>[CH3:27][C:28]1[CH:36]=[CH:35][CH:34]=[C:33]([CH3:37])[C:29]=1[C:30]([N:5]1[CH2:4][CH2:3][C:2]([CH3:1])([N:8]2[CH2:13][CH2:12][CH:11]([N:14]([C:21]3[CH:26]=[CH:25][CH:24]=[CH:23][CH:22]=3)[C:15]3[CH:16]=[CH:17][N:18]=[CH:19][CH:20]=3)[CH2:10][CH2:9]2)[CH2:7][CH2:6]1)=[O:31] |f:3.4|. Starting materials: CC1(CCNCC1)N1CCC(CC1)N(C1=CC=NC=C1)C1=CC=CC=C1 ((4′-methyl-[1,4′]bipiperidinyl-4-yl)-phenyl-pyridin-4-yl-amine), CC1=C(C(=O)O)C(=CC=C1)C (2,6-dimethyl-benzoic acid), C1(=CC=CC=C1)NC1CCN(CC1)C(=O)OC(C)(C)C (tert-butyl 4-phenylaminopiperidine-1-carboxylate), Cl.BrC1=CC=NC=C1 (4-bromopyridine hydrochloride), CC1(CCNCC1)N1CCC(CC1)N(C1=CC=NC=C1)C1=CC=CC=C1 ((4′-Methyl-[1,4′]bipiperidinyl-4-yl)-phenyl-pyridin-4-yl-amine). Reactants: O (Water), O(C1=CC=CC=C1)C1=CC=C(C(C=O)=C1)O (5-phenoxysalicylaldehyde), C([O-])([O-])=O.[K+].[K+] (potassium carbonate), C(=O)C=C (acrolein). Solvent: O1CCOCC1 (1,4-dioxane). The product is O(C1=CC=CC=C1)C=1C=CC2=C(C=C(CO2)C=O)C1 (6-phenoxy-2H-1-benzopyran-3-carboxaldehyde). Reaction SMILES: [O:1]([C:8]1[CH:15]=[C:12]([CH:13]=O)[C:11]([OH:16])=[CH:10][CH:9]=1)[C:2]1[CH:7]=[CH:6][CH:5]=[CH:4][CH:3]=1.C(=O)([O-])[O-].[K+].[K+].[CH:23]([CH:25]=[CH2:26])=[O:24].O>O1CCOCC1>[O:1]([C:8]1[CH:9]=[CH:10][C:11]2[O:16][CH2:26][C:25]([CH:23]=[O:24])=[CH:13][C:12]=2[CH:15]=1)[C:2]1[CH:7]=[CH:6][CH:5]=[CH:4][CH:3]=1 |f:1.2.3|. Reported procedure: A mixture of 5-phenoxysalicylaldehyde (15.0 g, 70.0 mmol, see example 2d) and potassium carbonate (19.4 g, 140.0 mmol) in 250 ml of 1,4-dioxane is treated with acrolein (4.32 g, 77.0 mmol) under nitrogen. The mixture is heated at reflux for 6 hours. Water is added and the mixture is extracted with dichloromethane. The organic layer is dried (MgSO4) and evaporated. The residue is purified by flash chromatography (silica gel, 10% EtOAc/hexane) to give 6-phenoxy-2H-1-benzopyran-3-carboxaldehyde, as... Starting materials: C[C@@H]1[C@@H]2C[C@]([C@@H](/C=C/C=C(/C(C3=CC(=C(C(=C3)OC)Cl)N(C(=O)C[C@@H]([C@]4([C@H]1O4)C)OC(=O)[C@H](C)N(C)C(=O)C(C)C)C)OC)\C)OC)(NC(=O)O2)O (trewiasine), C([O-])([O-])=O.[Na+].[Na+] (sodium carbonate), maytansinoid. Run in CO (methanol). The product is CC1C2CC(C(/C=C/C=C(/C(C3=CC(=C(C(=C3)OC)Cl)N(C(=O)/C=C/C4(C1O4)C)C)OC)\C)OC)(NC(=O)O2)O (trewsine). As a reaction SMILES: [CH3:1][C@H:2]1[C@@H:27]2[O:28][C@@:26]2([CH3:29])[C@@H:25](OC([C@@H](N(C(C(C)C)=O)C)C)=O)[CH2:24][C:22](=[O:23])[N:21]([CH3:42])[C:14]2=[C:15]([Cl:20])[C:16]([O:18][CH3:19])=[CH:17][C:12](=[CH:13]2)[CH:11]([O:43][CH3:44])[C:10]([CH3:45])=[CH:9][CH:8]=[CH:7][C@@H:6]([O:46][CH3:47])[C@:5]2([OH:52])[NH:48][C:49]([O:51][C@H:3]1[CH2:4]2)=[O:50].C(=O)([O-])[O-].[Na+].[Na+]>CO>[CH3:1][CH:2]1[CH:27]2[O:28][C:26]2([CH3:29])[CH:25]=[CH:24][C:22](=[O:23])[N:21]([CH3:42])[C:14]2=[C:15]([Cl:20])[C:16]([O:18][CH3:19])=[CH:17][C:12](=[CH:13]2)[CH:11]([O:43][CH3:44])[C:10]([CH3:45])=[CH:9][CH:8]=[CH:7][CH:6]([O:46][CH3:47])[C:5]2([OH:52])[NH:48][C:49]([O:51][CH:3]1[CH2:4]2)=[O:50] |f:1.2.3|. Procedure: The structures of the isolated compounds were determined primarily by high resolution mass spectrometry and by proton and carbon 13 NMR using colubrinol and maytansine as standards for comparison. 1H NMR data is given below in Table I and 13C NMR is given in Table II. Comparison of the 1H NMR spectra of trewiasine and colubrinol indicated that these two compounds were closely related, the only significant differences being the presence of an additional methoxyl signal at δ 3.37 in the spectrum o... Starting materials: C(C)(C)(C)OC(N[C@H](C(=O)N1CCC(CC1)(C(NC1CCCCC1)=O)CC1=C(C=CC=C1)C#N)CC=1SC=CC1)=O ((S)-{2-[4-(2-cyanobenzyl)-4-cyclohexylcarbamoyl-piperidin-1-yl]-2-oxo-1-thiophen-2-ylmethyl-ethyl}-carbamic acid tert-butyl ester), CO (methanol), [OH-].[Na+] (NaOH). The solvent is O1CCCC1 (tetrahydrofuran). Conditions: time 8 hour. Yields the product N[C@H](C(=O)N1CCC(CC1)(C(=O)N[C@@H]1CC[C@H](CC1)C(=O)O)C1=CC=CC=C1)CC=1SC=CC1 (4-{[1-(2-(S)-amino-3-thiophen-2-yl-propionyl)-4-phenyl-piperidine-4-carbonyl]-amino}-trans-cyclohexanecarboxylic acid), hydrochloride salt. As a reaction SMILES: C(OC(=O)[NH:7][C@@H:8]([CH2:35][C:36]1[S:37][CH:38]=[CH:39][CH:40]=1)[C:9]([N:11]1[CH2:16][CH2:15][C:14]([CH2:26][C:27]2C=[CH:31][CH:30]=[CH:29][C:28]=2C#N)([C:17](=[O:25])[NH:18][CH:19]2[CH2:24][CH2:23][CH2:22][CH2:21][CH2:20]2)[CH2:13][CH2:12]1)=[O:10])(C)(C)C.[CH3:42][OH:43].[OH-:44].[Na+]>O1CCCC1>[NH2:7][C@@H:8]([CH2:35][C:36]1[S:37][CH:38]=[CH:39][CH:40]=1)[C:9]([N:11]1[CH2:12][CH2:13][C:14]([C:26]2[CH:27]=[CH:28][CH:29]=[CH:30][CH:31]=2)([C:17]([NH:18][C@H:19]2[CH2:20][CH2:21][C@H:22]([C:42]([OH:44])=[O:43])[CH2:23][CH2:24]2)=[O:25])[CH2:15][CH2:16]1)=[O:10] |f:2.3|. Procedure: A solution of (S)-{2-[4-(2-cyanobenzyl)-4-cyclohexylcarbamoyl-piperidin-1-yl]-2-oxo-1-thiophen-2-ylmethyl-ethyl}-carbamic acid tert-butyl ester (0.346 mmol; 200 mg) (prepared by reacting trans-4-amino-cyclohexanecarboxylic acid methyl ester with (S)-2-tert-butoxycarbonylamino-3-thiophen-2-yl-propionic acid), in tetrahydrofuran (1 mL) and methanol (1 mL) was added a 1M NaOH solution (0.376 mmol; 0.376 mL). The resulting mixture was stirred overnight at room temperature. The mixture was then purif... Reactants: CSC(=NS(=O)(=O)C1=CC=C(C=C1)C(O[SiH2]C(C)(C)C)(C1=CC=CC=C1)C1=CC=CC=C1)SC (N-(bis-methylsulfanyl-methylene)-4-(tert-butyl-diphenyl-silanyloxymethyl)-benzenesulfonamide), C1N=NCC12CCCC2 (2,3-diaza-spiro[4.4]non-2-ene). The solvent is N1=CC=CC=C1 (pyridine). Run at temperature 90 celsius. The product is C(C)(C)(C)[SiH2]OC(C1=CC=C(C=C1)S(=O)(=O)N=C(SC)N1CC2(C=N1)CCCC2)(C2=CC=CC=C2)C2=CC=CC=C2 (4-(tert-Butyl-diphenyl-silanyloxymethyl)-N-[(2,3-diaza-spiro[4.4]non-3-en-2-yl)-methylsulfanyl-methylene]-benzenesulfonamide). Isolated yield 153.0%. Reaction SMILES: [CH3:1][S:2][C:3](SC)=[N:4][S:5]([C:8]1[CH:13]=[CH:12][C:11]([C:14]([C:27]2[CH:32]=[CH:31][CH:30]=[CH:29][CH:28]=2)([C:21]2[CH:26]=[CH:25][CH:24]=[CH:23][CH:22]=2)[O:15][SiH2:16][C:17]([CH3:20])([CH3:19])[CH3:18])=[CH:10][CH:9]=1)(=[O:7])=[O:6].[CH2:35]1[C:39]2([CH2:43][CH2:42][CH2:41][CH2:40]2)[CH2:38][N:37]=[N:36]1>N1C=CC=CC=1>[C:17]([SiH2:16][O:15][C:14]([C:27]1[CH:28]=[CH:29][CH:30]=[CH:31][CH:32]=1)([C:21]1[CH:22]=[CH:23][CH:24]=[CH:25][CH:26]=1)[C:11]1[CH:10]=[CH:9][C:8]([S:5]([N:4]=[C:3]([N:36]2[N:37]=[CH:38][C:39]3([CH2:43][CH2:42][CH2:41][CH2:40]3)[CH2:35]2)[S:2][CH3:1])(=[O:7])=[O:6])=[CH:13][CH:12]=1)([CH3:20])([CH3:18])[CH3:19]. Procedure: To 15 mL pyridine, 400 mg N-(bis-methylsulfanyl-methylene)-4-(tert-butyl-diphenyl-silanyloxymethyl)-benzenesulfonamide and 111 mg 2,3-diaza-spiro[4.4]non-2-ene were added. The mixture was heated for two nights at 90° C. degrees, concentrated under reduced pressure and dried in vacuo to provide 700 mg of product (LC-MS Rt 3.91 min) which was used in the subsequent step without purification. 1H NMR (400 MHz, CDCl3) δ ppm 1.10-1.12 (m, 9H), 1.63-1.94 (m, 8H), 4.82 (s, 2H), 7.01 (s, 1H), 7.65-7.71 (... The reactants are FC1=C(C=CC(=C1F)C1CCC(CC1)CCCCC)C1CCC(CC1)C1CCC(CC1)=O (4′-(2,3-difluoro-4-(4-pentylcyclohexyl)phenyl)bi(cyclohexane)-4-one), [BH4-].[Na+] (Sodium borohydride), [Cl-].[NH4+] (ammonium chloride), [H][H] (hydrogen). Solvent: C1CCOC1 (THF), C1CCOC1 (THF), C(C)(=O)OCC (ethyl acetate). Reaction conditions: temperature 0 celsius. Product: FC1=C(C=CC(=C1F)C1CCC(CC1)CCCCC)C1CCC(CC1)C1CCC(CC1)O (4′-(2,3-difluoro-4-(4-pentylcyclohexyl)phenyl)bi(cyclohexane)-4-ol). Isolated yield 78.1%. Reaction SMILES: [BH4-].[Na+].[F:3][C:4]1[C:9]([F:10])=[C:8]([CH:11]2[CH2:16][CH2:15][CH:14]([CH2:17][CH2:18][CH2:19][CH2:20][CH3:21])[CH2:13][CH2:12]2)[CH:7]=[CH:6][C:5]=1[CH:22]1[CH2:27][CH2:26][CH:25]([CH:28]2[CH2:33][CH2:32][C:31](=[O:34])[CH2:30][CH2:29]2)[CH2:24][CH2:23]1.[H][H].[Cl-].[NH4+]>C1COCC1.C(OCC)(=O)C>[F:3][C:4]1[C:9]([F:10])=[C:8]([CH:11]2[CH2:16][CH2:15][CH:14]([CH2:17][CH2:18][CH2:19][CH2:20][CH3:21])[CH2:13][CH2:12]2)[CH:7]=[CH:6][C:5]=1[CH:22]1[CH2:27][CH2:26][CH:25]([CH:28]2[CH2:29][CH2:30][CH:31]([OH:34])[CH2:32][CH2:33]2)[CH2:24][CH2:23]1 |f:0.1,4.5|. Procedure: Sodium borohydride (1.37 g) and THF (60 ml) were put in a reaction vessel under a nitrogen atmosphere, and cooled to 0° C. The compound (47) (15.3 g) dissolved in a THF (60 ml) was added dropwise thereto, with caution in the evolution of hydrogen gas, and the mixture was stirred for 3 hours. A saturated aqueous solution of ammonium chloride (300 ml) and ethyl acetate (300 ml) were added and mixed thereto. The mixture was then allowed to stand until it had separated into organic and aqueous phase... Starting materials: C1(CCCCC1)C1=CC=C(C=C1)C(C1=CC=C(C(=O)O)C=C1)NC(=O)NC1=CC=C(C=C1)SC(F)(F)F (4-[1-(4-Cyclohexylphenyl)-3-(4-trifluoromethylsulfanylphenyl)ureidomethyl]benzoic acid), Cl.COC([C@@H](CN)O)=O ((R)-3-amino-2-hydroxypropionic acid methyl ester hydrochloride), C(C)(C)N(CC)C(C)C (diisopropylethylamine), C1=CC2=C(N=C1)N(N=N2)O (HOAt), CCN=C=NCCCN(C)C (EDAC). Solvent: CN(C)C=O (DMF), O (water), C(C)(=O)OCC (ethyl acetate). Conditions: time 30 minute. Yields the product COC([C@@H](CNC(C1=CC=C(C=C1)C(C1=CC=C(C=C1)C1CCCCC1)NC(=O)NC1=CC=C(C=C1)SC(F)(F)F)=O)O)=O ((R)-3-{4-[1-(4-cyclohexylphenyl)-3-(4-trifluoromethylsulfanylphenyl)ureidomethyl]benzoylamino}-2-hydroxypropionic acid methyl ester). The yield is 86.5%. RXN SMILES: [CH:1]1([C:7]2[CH:12]=[CH:11][C:10]([CH:13]([NH:23][C:24]([NH:26][C:27]3[CH:32]=[CH:31][C:30]([S:33][C:34]([F:37])([F:36])[F:35])=[CH:29][CH:28]=3)=[O:25])[C:14]3[CH:22]=[CH:21][C:17]([C:18](O)=[O:19])=[CH:16][CH:15]=3)=[CH:9][CH:8]=2)[CH2:6][CH2:5][CH2:4][CH2:3][CH2:2]1.C1C=NC2N(O)N=NC=2C=1.CCN=C=NCCCN(C)C.Cl.[CH3:60][O:61][C:62](=[O:67])[C@H:63]([OH:66])[CH2:64][NH2:65].C(N(C(C)C)CC)(C)C>CN(C=O)C.O.C(OCC)(=O)C>[CH3:60][O:61][C:62](=[O:67])[C@H:63]([OH:66])[CH2:64][NH:65][C:18](=[O:19])[C:17]1[CH:21]=[CH:22][C:14]([CH:13]([NH:23][C:24]([NH:26][C:27]2[CH:32]=[CH:31][C:30]([S:33][C:34]([F:37])([F:36])[F:35])=[CH:29][CH:28]=2)=[O:25])[C:10]2[CH:9]=[CH:8][C:7]([CH:1]3[CH2:6][CH2:5][CH2:4][CH2:3][CH2:2]3)=[CH:12][CH:11]=2)=[CH:15][CH:16]=1 |f:3.4|. Reported procedure: 4-[1-(4-Cyclohexylphenyl)-3-(4-trifluoromethylsulfanylphenyl)ureidomethyl]benzoic acid (0.32 g, 0.606 mmol) was dissolved in DMF (7 mL) and HOAt (0.10 g, 0.727 mmol) and EDAC (0.14 g, 0.727 mmol) were added. The mixture was stirred for 30 min. Then (R)-3-amino-2-hydroxypropionic acid methyl ester hydrochloride (0.14 g) and diisopropylethylamine (0.16 mL, 0.909 mmol) were added. The reaction was stirred overnight. The reaction mixture was transferred to a separatory funnel with ethyl acetate (30 ... Reactants: Cc1cc(C)[nH]n1, ClCc1cnc(Cl)s1, [H-], [Na+], CN(C)C=O. Product: Cc1cc(C)n(Cc2cnc(Cl)s2)n1. Reaction SMILES: [CH3:1][c:2]1[n:3][nH:4][c:5]([CH3:7])[cH:6]1.[Cl:10][c:11]1[s:12][c:13]([CH2:16][Cl:17])[cH:14][n:15]1.[H-:9].[Na+:8].[O:18]=[CH:19][N:20]([CH3:21])[CH3:22]>>[CH3:1][c:2]1[n:3]([CH2:16][c:13]2[s:12][c:11]([Cl:10])[n:15][cH:14]2)[n:4][c:5]([CH3:7])[cH:6]1.